From a dataset of the Open Reaction Database (ORD), a public repository of structured organic reaction records. describe an organic reaction: reactants, conditions, products, and yield The reactants are 7-amino-3-(2,3-cyclopenteno-4-carbamoyl-1-pyridinium)methyl-3-cephem-4-carboxylate hydroiodic acid, NC=1SC=C(N1)/C(/C(=O)O)=N/OC ((Z)-2-(2-aminothiazol-4-yl)-2-methoxyiminoacetic acid), O.ON1N=NC2=C1C=CC=C2 (1-hydroxy-1H-benzotriazole hydrate), C1(CCCCC1)N=C=NC1CCCCC1 (dicyclohexylcarbodiimide). Solvent: CN(C=O)C (N,N-dimethylformamide), CN(C=O)C (N,N-dimethylformamide). Reaction conditions: time 2 hour. Yields the product CN(C1=CC=CC=C1)C (N,N-dimethylaniline). Yield: 254.0%. As a reaction SMILES: N[C:2]1SC=C(/C(=N/OC)/C(O)=O)N=1.O.ON1C2C=CC=CC=2N=N1.C1(N=[C:32]=[N:33][CH:34]2[CH2:39][CH2:38][CH2:37][CH2:36][CH2:35]2)CCCCC1>CN(C)C=O>[CH3:2][N:33]([CH3:32])[C:34]1[CH:35]=[CH:36][CH:37]=[CH:38][CH:39]=1 |f:1.2|. Procedure: A mixture of 1.00 g (5.00 mmol) of (Z)-2-(2-aminothiazol-4-yl)-2-methoxyiminoacetic acid, 0.76 g (5.00 mmol) of 1-hydroxy-1H-benzotriazole hydrate, 1.14 g (5.50 mmol) of dicyclohexylcarbodiimide and 20 ml of N,N-dimethylformamide was stirred at room temperature for 2 hours. The obtained white solid was filtered and the filtrate was cooled to 0° C. The filtrate was added to mixed solution of 2.5 g (5.00 mmol) of 7-amino-3-(2,3-cyclopenteno-4-carbamoyl-1-pyridinium)methyl-3-cephem-4-carboxylate hy...